This data is from the Open Reaction Database (ORD), a public repository of structured organic reaction records. The task is: describe an organic reaction: reactants, conditions, products, and yield Reported procedure: To a solution of 102 mg (0.49 mmol) of (4S,5S)-amine 1 in pentane (3 mL) was added a solution of 74 mg (0.39 mmol) of 2,4-dichlorophenyl isocyanate in dichloromethane (0.1 mL). A white precipitate was observed and collected via filtration. The crude solid was dissolved in dichloromethane (˜4 mL) and washed with 0.1 N HCl (˜4 mL). The organic layer was washed with brine, dried over magnesium sulfate, filtered, and evaporated to yield 91 mg (59%) of the title compound. Yield: 59.0%. Yields the product ClC1=C(C=CC(=C1)Cl)NC(=O)N[C@@H]1[C@@H](OC(OC1)(C)C)C1=CC=CC=C1 (1-(2,4-Dichloro-phenyl)-3-((4S,5S)-2,2-dimethyl-4-phenyl-[1,3]dioxan-5-yl)-urea). The solvent is CCCCC (pentane), ClCCl (dichloromethane). Reactants: CC1(OC[C@@H]([C@@H](O1)C1=CC=CC=C1)N)C ((4S,5S)-2,2-dimethyl-4-phenyl-1,3-dioxan-5-amine), ClC1=C(C=CC(=C1)Cl)N=C=O (2,4-dichlorophenyl isocyanate). As a reaction SMILES: [CH3:1][C:2]1([CH3:15])[O:7][C@@H:6]([C:8]2[CH:13]=[CH:12][CH:11]=[CH:10][CH:9]=2)[C@@H:5]([NH2:14])[CH2:4][O:3]1.[Cl:16][C:17]1[CH:22]=[C:21]([Cl:23])[CH:20]=[CH:19][C:18]=1[N:24]=[C:25]=[O:26]>CCCCC.ClCCl>[Cl:16][C:17]1[CH:22]=[C:21]([Cl:23])[CH:20]=[CH:19][C:18]=1[NH:24][C:25]([NH:14][C@H:5]1[CH2:4][O:3][C:2]([CH3:15])([CH3:1])[O:7][C@H:6]1[C:8]1[CH:13]=[CH:12][CH:11]=[CH:10][CH:9]=1)=[O:26]. Starting materials: C(C)N1C=NC(C=2NC(=NC12)CC)=O (3,8-di-ethyl-hypoxanthine), P12(=S)SP3(=S)SP(=S)(S1)SP(=S)(S2)S3 (phosphorus pentasulfide), [OH-].[Na+] (NaOH). Solvent: N1=CC=CC=C1 (pyridine). Product: C(C)N1C=NC(C=2NC(=NC12)CC)=S (3,8-diethyl-6-thiohypoxanthine). Isolated yield 63.7%. RXN SMILES: [CH2:1]([N:3]1[C:11]2[N:10]=[C:9]([CH2:12][CH3:13])[NH:8][C:7]=2[C:6](=O)[N:5]=[CH:4]1)[CH3:2].P12(SP3(SP(SP(S3)(S1)=S)(=S)S2)=S)=[S:16].[OH-].[Na+]>N1C=CC=CC=1>[CH2:1]([N:3]1[C:11]2[N:10]=[C:9]([CH2:12][CH3:13])[NH:8][C:7]=2[C:6](=[S:16])[N:5]=[CH:4]1)[CH3:2] |f:2.3|. Procedure: The product of stage (i) (8.65 g) and phosphorus pentasulfide (12.0 g) was refluxed in 150 ml of pyridine for 1 hr. Under cooling 59.4 ml of 2N NaOH was added dropwise, the solid filtered off and washed with water. The filtrate was concentrated in vacuo to dryness and the residue suspended in 200 ml of water and collected. The filtrate was extracted three times with 600 ml of chloroform. The residue of the organic phase was combined with the solid collected (total 6.08 g), dissolved in 500 ml of... Reactants: C(C)C(CC)OC1=C(C(=C2C(C=C(OC2=C1)SC1=CC=C(C=C1)OC(C1=CC=C(C=C1)CN1CCN(CC1)C)=O)=O)O)OC (7-(1-ethylpropoxy)-5-hydroxy-2-{4-[4-(4-methylpiperazinomethyl)benzoyloxy]phenylthio}-6-methoxychromone), Cl.C(C)O (hydrochloric acid ethanol). Run in CCOCC (ether). Reaction conditions: time 20 minute. The product is Cl.Cl.C(C)C(CC)OC1=C(C(=C2C(C=C(OC2=C1)SC1=CC=C(C=C1)OC(C1=CC=C(C=C1)CN1CCN(CC1)C)=O)=O)O)OC (7-(1-ethylpropoxy)-5-hydroxy-2-{4-[4-(4-methylpiperazinomethyl)benzoyloxy]phenylthio}-6-methoxychromone dihydrochloride). Reaction SMILES: [CH2:1]([CH:3]([O:6][C:7]1[CH:16]=[C:15]2[C:10]([C:11](=[O:41])[CH:12]=[C:13]([S:17][C:18]3[CH:23]=[CH:22][C:21]([O:24][C:25](=[O:40])[C:26]4[CH:31]=[CH:30][C:29]([CH2:32][N:33]5[CH2:38][CH2:37][N:36]([CH3:39])[CH2:35][CH2:34]5)=[CH:28][CH:27]=4)=[CH:20][CH:19]=3)[O:14]2)=[C:9]([OH:42])[C:8]=1[O:43][CH3:44])[CH2:4][CH3:5])[CH3:2].[ClH:45].C(O)C>CCOCC>[ClH:45].[ClH:45].[CH2:1]([CH:3]([O:6][C:7]1[CH:16]=[C:15]2[C:10]([C:11](=[O:41])[CH:12]=[C:13]([S:17][C:18]3[CH:19]=[CH:20][C:21]([O:24][C:25](=[O:40])[C:26]4[CH:31]=[CH:30][C:29]([CH2:32][N:33]5[CH2:38][CH2:37][N:36]([CH3:39])[CH2:35][CH2:34]5)=[CH:28][CH:27]=4)=[CH:22][CH:23]=3)[O:14]2)=[C:9]([OH:42])[C:8]=1[O:43][CH3:44])[CH2:4][CH3:5])[CH3:2] |f:1.2,4.5.6|. Reported procedure: 2.30 g of 7-(1-ethylpropoxy)-5-hydroxy-2-{4-[4-(4-methylpiperazinomethyl)benzoyloxy]phenylthio}-6-methoxychromone was dissolved in 30 ml ether, 20% hydrochloric acid-ethanol was added, and the solution was stirred over 20 min., under cooling on ice. The resulting crystals were collected by filtration and dried, whereby 2.35 g of 7-(1-ethylpropoxy)-5-hydroxy-2-{4-[4-(4-methylpiperazinomethyl)benzoyloxy]phenylthio}-6-methoxychromone dihydrochloride with the following physicochemical properties was... The reactants are C1(CC1)NC1=CC=CC=C1 (N-Cyclopropylaniline), C(C=C)N1C[C@@H](N(C[C@H]1C)[C@@H](C1=CC(=CC=C1)O[Si](C)(C)C(C)(C)C)C=1C=C(C(=O)Cl)C=CC1)C (3-((αR)-α-((2S,5R)-4-allyl-2,5-dimethyl-1-piperazinyl)-3-(tert-butyldimethylsilyloxy)-benzyl)benzoyl chloride). Yields the product C(C=C)N1C[C@@H](N(C[C@H]1C)[C@@H](C1=CC(=CC=C1)O)C=1C=C(C(=O)N(C2=CC=CC=C2)C2CC2)C=CC1)C (3-((αR)-α-((2S,5R)-4-allyl-2,5-dimethyl-1-piperazinyl)-3-hydroxybenzyl)-N-cyclopropyl-N-phenylbenzamide). RXN SMILES: [CH:1]1([NH:4][C:5]2[CH:10]=[CH:9][CH:8]=[CH:7][CH:6]=2)[CH2:3][CH2:2]1.[CH2:11]([N:14]1[C@H:19]([CH3:20])[CH2:18][N:17]([C@H:21]([C:36]2[CH:37]=[C:38]([CH:42]=[CH:43][CH:44]=2)[C:39](Cl)=[O:40])[C:22]2[CH:27]=[CH:26][CH:25]=[C:24]([O:28][Si](C(C)(C)C)(C)C)[CH:23]=2)[C@@H:16]([CH3:45])[CH2:15]1)[CH:12]=[CH2:13]>>[CH2:11]([N:14]1[C@H:19]([CH3:20])[CH2:18][N:17]([C@H:21]([C:36]2[CH:37]=[C:38]([CH:42]=[CH:43][CH:44]=2)[C:39]([N:4]([CH:1]2[CH2:3][CH2:2]2)[C:5]2[CH:10]=[CH:9][CH:8]=[CH:7][CH:6]=2)=[O:40])[C:22]2[CH:27]=[CH:26][CH:25]=[C:24]([OH:28])[CH:23]=2)[C@@H:16]([CH3:45])[CH2:15]1)[CH:12]=[CH2:13]. Reported procedure: N-Cyclopropylaniline was then be coupled with 3-((αR)-α-((2S,5R)-4-allyl-2,5-dimethyl-1-piperazinyl)-3-(tert-butyldimethylsilyloxy)-benzyl)benzoyl chloride, deprotected and purified by the methods described in Example 10 to give 3-((αR)-α-((2S,5R)-4-allyl-2,5-dimethyl-1-piperazinyl)-3-hydroxybenzyl)-N-cyclopropyl-N-phenylbenzamide as a yellow powder. NMR (200 MHz, DMSO-d6): δ0.44 (m, 2H); 0.70 (m, 2H); 0.93 (d, J=6.1 Hz, 3H); 1.01 (d, J=5.7 Hz, 3H); 1.74 (dd, J1 =7.7 Hz, J2 =11.8 Hz, 1H); 2.05 (... Reactants: ClC1=NC(=NC=C1C(F)(F)F)NC1=CC=C(CP(OCC)(OCC)=O)C=C1 (diethyl (4-{[4-chloro-5-(trifluoromethyl)pyrimidin-2-yl]amino}benzyl)phosphonate), NC=1C=CC(=C2CN(C(C12)=O)C)[C@@H]1CC[C@H](CC1)OCC (7-amino-4-(trans-4-ethoxycyclohexyl)-2-methyl-2,3-dihydro-1H-isoindol-1-one), NC=1C=CC(=C2CN(C(C12)=O)C)[C@@H]1CC[C@H](CC1)OCC (7-amino-4-(trans-4-ethoxycyclohexyl)-2-methyl-2,3-dihydro-1H-isoindol-1-one). Product: C(C)O[C@@H]1CC[C@H](CC1)C=1C=CC(=C2C(N(CC12)C)=O)NC1=NC(=NC=C1C(F)(F)F)NC1=CC=C(CP(OCC)(OCC)=O)C=C1 (Diethyl (4-{[4-{[7-(trans-4-ethoxycyclohexyl)-2-methyl-3-oxo-2,3-dihydro-1H-isoindol-4-yl]amino}-5-(trifluoromethyl)pyrimidin-2-yl]amino}benzyl)phosphonate). As a reaction SMILES: Cl[C:2]1[C:7]([C:8]([F:11])([F:10])[F:9])=[CH:6][N:5]=[C:4]([NH:12][C:13]2[CH:27]=[CH:26][C:16]([CH2:17][P:18](=[O:25])([O:22][CH2:23][CH3:24])[O:19][CH2:20][CH3:21])=[CH:15][CH:14]=2)[N:3]=1.[NH2:28][C:29]1[CH:30]=[CH:31][C:32]([C@H:40]2[CH2:45][CH2:44][C@H:43]([O:46][CH2:47][CH3:48])[CH2:42][CH2:41]2)=[C:33]2[C:37]=1[C:36](=[O:38])[N:35]([CH3:39])[CH2:34]2>>[CH2:47]([O:46][C@H:43]1[CH2:42][CH2:41][C@H:40]([C:32]2[CH:31]=[CH:30][C:29]([NH:28][C:2]3[C:7]([C:8]([F:9])([F:11])[F:10])=[CH:6][N:5]=[C:4]([NH:12][C:13]4[CH:27]=[CH:26][C:16]([CH2:17][P:18](=[O:25])([O:22][CH2:23][CH3:24])[O:19][CH2:20][CH3:21])=[CH:15][CH:14]=4)[N:3]=3)=[C:37]3[C:33]=2[CH2:34][N:35]([CH3:39])[C:36]3=[O:38])[CH2:45][CH2:44]1)[CH3:48]. Procedure details: The title product was prepared according to the procedure for Example 102 using diethyl (4-{[4-chloro-5-(trifluoromethyl)pyrimidin-2-yl]amino}benzyl)phosphonate (40.0 mg, 0.0944 mmol) and 7-amino-4-(trans-4-ethoxycyclohexyl)-2-methyl-2,3-dihydro-1H-isoindol-1-one (Compound 166B). 1H NMR (DMSO-d6, 400 MHz): δ=1.11 (t, J=6.95 Hz, 3 H), 1.18 (t, J=6.95 Hz, 6 H), 1.21-1.33 (m, 2 H), 1.54-1.68 (m, 2 H), 1.80 (d, J=12.63 Hz, 2 H), 2.09 (dd, J=12.63, 3.28 Hz, 2 H), 3.08 (s, 3 H), 3.18-3.27 (m, 2 H), 3....